This data is from the Open Reaction Database (ORD), a public repository of structured organic reaction records. The task is: describe an organic reaction: reactants, conditions, products, and yield Reactants: CC(=O)[O-], CC(=O)[O-], CCCC[Sn+2]CCCC, CN=C=O, CSc1nsc(N)c1C#N, C1CCOC1. Product: CNC(=O)Nc1snc(SC)c1C#N. Reaction SMILES: [C:15]([O-:16])(=[O:17])[CH3:18].[C:19]([O-:20])(=[O:21])[CH3:22].[CH2:23]([Sn+2:24][CH2:25][CH2:26][CH2:27][CH3:28])[CH2:29][CH2:30][CH3:31].[CH3:11][N:12]=[C:13]=[O:14].[NH2:1][c:2]1[c:3]([C:9]#[N:10])[c:4]([S:7][CH3:8])[n:5][s:6]1.[O:32]1[CH2:33][CH2:34][CH2:35][CH2:36]1>>[NH:1]([c:2]1[c:3]([C:9]#[N:10])[c:4]([S:7][CH3:8])[n:5][s:6]1)[C:13]([NH:12][CH3:11])=[O:14]. The reactants are 1-(di-1-pyrrolidinylmethylene)-1H-benzotriazolium 3-oxide hexafluorophosphate, FC1(C(N(C2=C(N(C1)C(C)C)N=C(N=C2)NC2=C(C=C(C(=O)O)C=C2)OC)C)=O)F (4-(7,7-difluoro-9-isopropyl-5-methyl-6-oxo-6,7,8,9-tetrahydro-5H-pyrimido[4,5-b][1,4]diazepin-2-ylamino)-3-methoxy-benzoic acid), C(C)N(C(C)C)C(C)C (ethyldiisopropyl amine), O1CCC(CC1)N (tetrahydro-pyran-4-ylamine). Solvent: CN(C=O)C (dimethylformamide), ice water. Conditions: time 1 hour. Product: FC1(C(N(C2=C(N(C1)C(C)C)N=C(N=C2)NC2=C(C=C(C(=O)NC1CCOCC1)C=C2)OC)C)=O)F (4-(7,7-difluoro-9-isopropyl-5-methyl-6-oxo-6,7,8,9-tetrahydro-5H-pyrimido[4,5-b][1,4]diazepin-2-ylamino)-3-methoxy-N-(tetrahydro-pyran-4-yl)-benzamide). The yield is 89.7%. As a reaction SMILES: [F:1][C:2]1([F:30])[CH2:8][N:7]([CH:9]([CH3:11])[CH3:10])[C:6]2[N:12]=[C:13]([NH:16][C:17]3[CH:25]=[CH:24][C:20]([C:21](O)=[O:22])=[CH:19][C:18]=3[O:26][CH3:27])[N:14]=[CH:15][C:5]=2[N:4]([CH3:28])[C:3]1=[O:29].C(N(C(C)C)C(C)C)C.[O:40]1[CH2:45][CH2:44][CH:43]([NH2:46])[CH2:42][CH2:41]1>CN(C)C=O>[F:30][C:2]1([F:1])[CH2:8][N:7]([CH:9]([CH3:11])[CH3:10])[C:6]2[N:12]=[C:13]([NH:16][C:17]3[CH:25]=[CH:24][C:20]([C:21]([NH:46][CH:43]4[CH2:44][CH2:45][O:40][CH2:41][CH2:42]4)=[O:22])=[CH:19][C:18]=3[O:26][CH3:27])[N:14]=[CH:15][C:5]=2[N:4]([CH3:28])[C:3]1=[O:29]. Reported procedure: To a mixture of 0.08 g (0.19 mmole) of 4-(7,7-difluoro-9-isopropyl-5-methyl-6-oxo-6,7,8,9-tetrahydro-5H-pyrimido[4,5-b][1,4]diazepin-2-ylamino)-3-methoxy-benzoic acid (I-292), 0.13 mL (0.76 mmole) of ethyldiisopropyl amine and 0.021 g (0.21 mmole) of tetrahydro-pyran-4-ylamine in 2.0 mL of dimethylformamide was added 0.082 g (0.21 mmole) of 1-(di-1-pyrrolidinylmethylene)-1H-benzotriazolium 3-oxide hexafluorophosphate. The mixture was stirred at room temperature for 1 hour, then diluted with 10 m... Product: C1(CCC(CC1)N1CC(C1)NC(CNC1=NOC2=C1C=C(C=C2)C(F)(F)F)=O)C2CCCCC2 (N-(1-Bicyclohexyl-4-yl-azetidin-3-yl)-2-(5-trifluoromethyl-benzo[d]isoxazol-3-ylamino)-acetamide). Reaction SMILES: OC(C(F)(F)F)=O.[NH:8]1[CH2:11][CH:10]([NH:12][C:13](=[O:29])[CH2:14][NH:15][C:16]2[C:20]3[CH:21]=[C:22]([C:25]([F:28])([F:27])[F:26])[CH:23]=[CH:24][C:19]=3[O:18][N:17]=2)[CH2:9]1.[CH:30]1([CH:37]2[CH2:42][CH2:41][CH2:40][CH2:39][CH2:38]2)[CH2:35][CH2:34][C:33](=O)[CH2:32][CH2:31]1>>[CH:30]1([CH:37]2[CH2:38][CH2:39][CH2:40][CH2:41][CH2:42]2)[CH2:35][CH2:34][CH:33]([N:8]2[CH2:11][CH:10]([NH:12][C:13](=[O:29])[CH2:14][NH:15][C:16]3[C:20]4[CH:21]=[C:22]([C:25]([F:27])([F:26])[F:28])[CH:23]=[CH:24][C:19]=4[O:18][N:17]=3)[CH2:9]2)[CH2:32][CH2:31]1 |f:0.1|. Reported procedure: The title compound was prepared as a white solid from reaction of (N-Azetidin-3-yl-2-(5-trifluoromethyl-benzo[d]isoxazol-3-ylamino)-acetamide TFA salt (as prepared in Example 1, Step D) and bicyclohexyl-4-one using the procedure described in Step E of Example 1. The reactants are OC(=O)C(F)(F)F.N1CC(C1)NC(CNC1=NOC2=C1C=C(C=C2)C(F)(F)F)=O (N-Azetidin-3-yl-2-(5-trifluoromethyl-benzo[d]isoxazol-3-ylamino)-acetamide TFA salt), C1(CCC(CC1)=O)C1CCCCC1 (bicyclohexyl-4-one).